This data is from the Open Reaction Database (ORD), a public repository of structured organic reaction records. The task is: describe an organic reaction: reactants, conditions, products, and yield Reactants: C(C)(C)(C)[Si](OC(CC1=CC=C(C=C1)/C=C/C(=O)OC)CN(C)C)(C)C ((E)-3-[4-(2-(tertbutyldimethylsilanyloxy)-3-dimethylaminopropanyl)phenyl]acrylic acid, methyl ester), [OH-].[Na+] (NaOH). The solvent is CO (MeOH). Yields the product C(C)(C)(C)[Si](OC(=CC1=CC=C(C=C1)/C=C/C(=O)O)CN(C)C)(C)C ((E)-3-[4-(2-(Tertbutyldimethylsilanyloxy)-3-dimethylaminopropenyl)phenyl]acrylic Acid). Yield: 54.5%. Reaction SMILES: [C:1]([Si:5]([CH3:26])([CH3:25])[O:6][CH:7]([CH2:21][N:22]([CH3:24])[CH3:23])[CH2:8][C:9]1[CH:14]=[CH:13][C:12](/[CH:15]=[CH:16]/[C:17]([O:19]C)=[O:18])=[CH:11][CH:10]=1)([CH3:4])([CH3:3])[CH3:2].[OH-].[Na+]>CO>[C:1]([Si:5]([CH3:25])([CH3:26])[O:6][C:7]([CH2:21][N:22]([CH3:24])[CH3:23])=[CH:8][C:9]1[CH:10]=[CH:11][C:12](/[CH:15]=[CH:16]/[C:17]([OH:19])=[O:18])=[CH:13][CH:14]=1)([CH3:2])([CH3:3])[CH3:4] |f:1.2|. Procedure details: This product was prepared by refluxing for four hours (E)-3-[4-(2-(tertbutyldimethylsilanyloxy)-3-dimethylaminopropanyl)phenyl]acrylic acid, methyl ester (0.8 g, 2.03 mmol) and NaOH (1N) (4 mL, 2 equiv.) in 10 mL of MeOH. Evaporation of the solvent in vacuo and treatment with 5 mL of HCl (1 N) gave the title compound (0.4 g, 60%) as a beige solid solid. The reactants are C(#N)C1=CC=C2C=3C(C4=C(C(C3NC2=C1)(C)C)C=C(C=C4)OCC(=O)NCCOC(C(=C)C)=O)=O (2-Methyl-acrylic acid 2-[2-(3-cyano-6,6-dimethyl-11-oxo-6,11-dihydro-5H-benzo[b]carbazol-8-yloxy)-acetylamino]-ethyl ester), [OH-].[K+] (potassium hydroxide). Solvent: CO (methanol), O (water). Run at time 18 hour. Yields the product C(#N)C1=CC=C2C=3C(C4=C(C(C3NC2=C1)(C)C)C=C(C=C4)OCC(=O)NCCO)=O (2-(3-Cyano-6,6-dimethyl-11-oxo-6,11-dihydro-5H-benzo[b]carbazol-8-yloxy)-N-(2-hydroxy-ethyl)-acetamide). Isolated yield 26.0%. As a reaction SMILES: [C:1]([C:3]1[CH:15]=[C:14]2[C:6]([C:7]3[C:8](=[O:35])[C:9]4[CH:21]=[CH:20][C:19]([O:22][CH2:23][C:24]([NH:26][CH2:27][CH2:28][O:29]C(=O)C(C)=C)=[O:25])=[CH:18][C:10]=4[C:11]([CH3:17])([CH3:16])[C:12]=3[NH:13]2)=[CH:5][CH:4]=1)#[N:2].[OH-].[K+]>CO.O>[C:1]([C:3]1[CH:15]=[C:14]2[C:6]([C:7]3[C:8](=[O:35])[C:9]4[CH:21]=[CH:20][C:19]([O:22][CH2:23][C:24]([NH:26][CH2:27][CH2:28][OH:29])=[O:25])=[CH:18][C:10]=4[C:11]([CH3:17])([CH3:16])[C:12]=3[NH:13]2)=[CH:5][CH:4]=1)#[N:2] |f:1.2|. Procedure details: 2-Methyl-acrylic acid 2-[2-(3-cyano-6,6-dimethyl-11-oxo-6,11-dihydro-5H-benzo[b]carbazol-8-yloxy)-acetylamino]-ethyl ester (Compound A9-13, 40 mg, 0.085 mmol) was dissolved in a mixture solvent of methanol (2 mL) and water (2 mL), added with potassium hydroxide (48 mg, 0.85 mmol), and then stirred at room temperature for 18 hr. After the neutralization with 1 N hydrochloric acid, the reaction solution was concentrated under reduced pressure. The resulting residues were purified by amino silica g...